From a dataset of the Open Reaction Database (ORD), a public repository of structured organic reaction records. describe an organic reaction: reactants, conditions, products, and yield Reactants: c1ccc(COc2ccc(N3CCNCC3)nc2)cc1, CC#N, CO, ClCc1nc2ccccc2[nH]1, ClCCl, [NH4+], CN(C)C=O, [OH-]. The product is c1ccc(COc2ccc(N3CCN(Cc4nc5ccccc5[nH]4)CC3)nc2)cc1. RXN SMILES: [CH2:1]([c:2]1[cH:3][cH:4][cH:5][cH:6][cH:7]1)[O:8][c:9]1[cH:10][cH:11][c:12]([N:15]2[CH2:16][CH2:17][NH:18][CH2:19][CH2:20]2)[n:13][cH:14]1.[CH3:32][C:33]#[N:34].[CH3:42][OH:43].[Cl:21][CH2:22][c:23]1[n:24][c:25]2[c:26]([nH:27]1)[cH:28][cH:29][cH:30][cH:31]2.[Cl:44][CH2:45][Cl:46].[NH4+:36].[O:37]=[CH:38][N:39]([CH3:40])[CH3:41].[OH-:35]>>[CH2:1]([c:2]1[cH:3][cH:4][cH:5][cH:6][cH:7]1)[O:8][c:9]1[cH:10][cH:11][c:12]([N:15]2[CH2:16][CH2:17][N:18]([CH2:22][c:23]3[n:24][c:25]4[c:26]([nH:27]3)[cH:28][cH:29][cH:30][cH:31]4)[CH2:19][CH2:20]2)[n:13][cH:14]1. Reactants: C[Si](C)(C)[N-][Si](C)(C)C.[Li+] (lithium bis(trimethylsilyl)amide), CON(C(C1=CC(=CC(=C1)NC(C(F)(F)F)=O)S(F)(F)(F)(F)F)=O)C (N-Methoxy-N-methyl-3-(pentafluorosulfanyl)-5-(2,2,2-trifluoroacetylamino)benzamide), C[Mg]Br (methylmagnesium bromide). The solvent is C1CCOC1 (THF). Conditions: time 30 minute. Product: C(C)(=O)C=1C=C(C=C(C1)S(F)(F)(F)(F)F)NC(C(F)(F)F)=O (N-(3-Acetyl-5-pentafluorosulfanylphenyl)-2,2,2-trifluoroacetamide). As a reaction SMILES: CON(C)[C:4](=[O:24])[C:5]1[CH:10]=[C:9]([NH:11][C:12](=[O:17])[C:13]([F:16])([F:15])[F:14])[CH:8]=[C:7]([S:18]([F:23])([F:22])([F:21])([F:20])[F:19])[CH:6]=1.[CH3:26][Si]([N-][Si](C)(C)C)(C)C.[Li+].C[Mg]Br>C1COCC1>[C:4]([C:5]1[CH:10]=[C:9]([NH:11][C:12](=[O:17])[C:13]([F:15])([F:16])[F:14])[CH:8]=[C:7]([S:18]([F:20])([F:19])([F:22])([F:23])[F:21])[CH:6]=1)(=[O:24])[CH3:26] |f:1.2|. Procedure details: N-Methoxy-N-methyl-3-(pentafluorosulfanyl)-5-(2,2,2-trifluoroacetylamino)benzamide (O4.075; 1.65 g) was dissolved in THF (25 ml). At 0° C., lithium bis(trimethylsilyl)amide (0.9 ml) was added while stirring. After 30 min, methylmagnesium bromide (3.5 ml, 3 M in diethyl ether) was added dropwise. After the addition had ended, the ice bath was removed and the mixture was stirred at RT for 2 h. While cooling, 1 N hydrochloric acid, water and EA were then added. After removing the organic phase, the... Starting materials: COC1=CC(=C(CN2N=CC3=CC(=CC=C23)\C=C/2\C(NC(S2)=O)=O)C=C1)C(F)(F)F ((5Z)-5-({1-[4-methoxy-2-(trifluoromethyl)benzyl]-1H-indazol-5-yl}methylidene)-2,4-dioxo-1,3-thiazolidine), BrCCCl (1-bromo-2-chloroethane), O[C@@H]1CNCC1 ((3S)-3-hydroxypyrrolidine). The product is O[C@@H]1CN(CC1)CCN1C(S\C(\C1=O)=C/C=1C=C2C=NN(C2=CC1)CC1=C(C=C(C=C1)OC)C(F)(F)F)=O ((5Z)-3-{2-[(3S)-3-Hydroxypyrrolidin-1-yl]ethyl}-5-({1-[4-methoxy-2-(trifluoromethyl)benzyl]-1H-indazol-5-yl}methylidene)-1,3-thiazolidine-2,4-dione). As a reaction SMILES: [CH3:1][O:2][C:3]1[CH:26]=[CH:25][C:6]([CH2:7][N:8]2[C:16]3[C:11](=[CH:12][C:13](/[CH:17]=[C:18]4/[C:19](=[O:24])[NH:20][C:21](=[O:23])[S:22]/4)=[CH:14][CH:15]=3)[CH:10]=[N:9]2)=[C:5]([C:27]([F:30])([F:29])[F:28])[CH:4]=1.Br[CH2:32][CH2:33]Cl.[OH:35][C@H:36]1[CH2:40][CH2:39][NH:38][CH2:37]1>>[OH:35][C@H:36]1[CH2:40][CH2:39][N:38]([CH2:32][CH2:33][N:20]2[C:19](=[O:24])/[C:18](=[CH:17]/[C:13]3[CH:12]=[C:11]4[C:16](=[CH:15][CH:14]=3)[N:8]([CH2:7][C:6]3[CH:25]=[CH:26][C:3]([O:2][CH3:1])=[CH:4][C:5]=3[C:27]([F:30])([F:29])[F:28])[N:9]=[CH:10]4)/[S:22][C:21]2=[O:23])[CH2:37]1. Reported procedure: (5Z)-3-{2-[(3S)-3-Hydroxypyrrolidin-1-yl]ethyl}-5-({1-[4-methoxy-2-(trifluoromethyl)benzyl]-1H-indazol-5-yl}methylidene)-1,3-thiazolidine-2,4-dione was prepared from [(5Z)-5-({1-[4-methoxy-2-(trifluoromethyl)benzyl]-1H-indazol-5-yl}methylidene)-2,4-dioxo-1,3-thiazolidine (from Example 8), 1-bromo-2-chloroethane and (3S)-3-hydroxypyrrolidine following General Procedure G. Reactants: NC1=CC=C(C=C1)S(=O)(=O)NC1=NC(=NC(=C1)NCC)NCC (4-amino-N-(2,6-bis-ethylamino-pyrimidin-4-yl)-benzenesulfonamide), Cl (hydrochloric acid). The solvent is CO (methanol). Reaction conditions: temperature 0 celsius, time 2 hour. Yields the product Cl.NC1=CC=C(C=C1)S(=O)(=O)NC1=NC(=NC(=C1)NCC)NCC (4-amino-N-(2,6-bis-ethylamino-pyrimidin-4-yl)-benzenesulfonamide hydrochloride). Isolated yield 69.9%. As a reaction SMILES: [NH2:1][C:2]1[CH:7]=[CH:6][C:5]([S:8]([NH:11][C:12]2[CH:17]=[C:16]([NH:18][CH2:19][CH3:20])[N:15]=[C:14]([NH:21][CH2:22][CH3:23])[N:13]=2)(=[O:10])=[O:9])=[CH:4][CH:3]=1.[ClH:24]>CO>[ClH:24].[NH2:1][C:2]1[CH:7]=[CH:6][C:5]([S:8]([NH:11][C:12]2[CH:17]=[C:16]([NH:18][CH2:19][CH3:20])[N:15]=[C:14]([NH:21][CH2:22][CH3:23])[N:13]=2)(=[O:10])=[O:9])=[CH:4][CH:3]=1 |f:3.4|. Procedure details: 0.79 g (0.00234 mol) of 4-amino-N-(2,6-bis-ethylamino-pyrimidin-4-yl)-benzenesulfonamide was dissolved in 150 ml of methanol, treated with 2.0 ml (0.0070 mol) of 3.5N ethanolic hydrochloric acid and stirred at 0° C. for 2 hours. The solution was freed completely from solvent and the residue was recrystallized from ethanol/diethyl ether. There was obtained 0.61 g (70%) of 4-amino-N-(2,6-bis-ethylamino-pyrimidin-4-yl)-benzenesulfonamide hydrochloride as pale beige crystals; m.p. 197-208° C. Reaction SMILES: [CH2:1]([O:3][C:4](=[O:27])[C@H:5]([NH:19]C(OC(C)(C)C)=O)[CH2:6][CH2:7][C:8](=O)[C:9]1[CH:14]=[C:13]([F:15])[C:12]([F:16])=[C:11]([F:17])[CH:10]=1)[CH3:2].Cl.C(OCC)(=O)C>C(OCC)(=O)C>[CH2:1]([O:3][C:4]([C@H:5]1[CH2:6][CH2:7][C:8]([C:9]2[CH:14]=[C:13]([F:15])[C:12]([F:16])=[C:11]([F:17])[CH:10]=2)=[N:19]1)=[O:27])[CH3:2] |f:1.2|. Run in C(C)(=O)OCC (ethyl acetate). The product is C(C)OC(=O)[C@@H]1N=C(CC1)C1=CC(=C(C(=C1)F)F)F ((R)-5-(3,4,5-trifluorophenyl)-3,4-dihydro-2H-pyrrole-2-carboxylic acid ethyl ester). The yield is 80.2%. The reactants are C(C)OC([C@@H](CCC(C1=CC(=C(C(=C1)F)F)F)=O)NC(=O)OC(C)(C)C)=O ((R)-2-t-butoxycarbonylamino-5-oxo-5-(3,4,5-trifluorophenyl)valeric acid ethyl ester), Cl.C(C)(=O)OCC (hydrochloric acid ethyl acetate), resultant solution. Reported procedure: To a solution of (R)-2-t-butoxycarbonylamino-5-oxo-5-(3,4,5-trifluorophenyl)valeric acid ethyl ester (22.2 g) in ethyl acetate (30 mL) was added 4 N hydrochloric acid/ethyl acetate (163 mL), and the resultant solution was stirred at room temperature for 3 hours. Solvent was removed by distillation under reduced pressure, and the resulting residue was diluted with ethyl acetate and sodium bicarbonate water. The organic layer was partitioned, washed with brine, and then dried over anhydrous magnes... Reactants: Cl.C(C)OC(=O)COC=1C=C(OCCCCCOC2=CC=C(C=C2)C(OCC)=N)C=CC1C(=O)N(C(C)C)C(C)C (ethyl 4-[5-[3-ethoxycarbonylmethoxy-4-[N,N-bis(1-methylethyl)aminocarbonyl]phenoxy]pentyloxy]benzenecarboximidoate monohydrochloride), [OH-].[Na+] (sodium hydroxide), N (ammonia), Cl.NN=CC1=CC=C(OCCCCCOC=2C=CC(=C(OCC(=O)O)C2)C(N(C(C)C)C(C)C)=O)C=C1 (5-[5-[4-(aminoiminomethyl)phenoxy]pentyloxy]-2-[N,N-bis(1-methylethyl)carbamoyl]phenoxyacetic acid monohydrochloride), [Cl-].[NH4+] (ammonium chloride), Cl (hydrogen chloride). Run in C(C)O (ethanol), C(C)O (ethanol). Reaction conditions: temperature 50 celsius, time 1.5 hour. Yields the product Cl.NN=CC1=CC=C(OCCCCCOC=2C=CC(=C(OCC(=O)OCC)C2)C(N(C(C)C)C(C)C)=O)C=C1 (ethyl 5-[5-[4-(aminoiminomethyl)phenoxy]pentyloxy]-2-[N,N-bis(1-methylethyl)carbamoyl]phenoxyacetate monohydrochloride). As a reaction SMILES: [ClH:1].[CH2:2]([O:4][C:5]([CH2:7][O:8][C:9]1[CH:10]=[C:11]([CH:30]=[CH:31][C:32]=1[C:33]([N:35]([CH:39]([CH3:41])[CH3:40])[CH:36]([CH3:38])[CH3:37])=[O:34])[O:12][CH2:13][CH2:14][CH2:15][CH2:16][CH2:17][O:18][C:19]1[CH:24]=[CH:23][C:22]([C:25](=[NH:29])OCC)=[CH:21][CH:20]=1)=[O:6])[CH3:3].[OH-].[Na+].[Cl-].[NH4+].N.Cl.[NH2:48]N=CC1C=CC(OCCCCCOC2C=CC(C(=O)N(C(C)C)C(C)C)=C(C=2)OCC(O)=O)=CC=1.Cl>C(O)C>[ClH:1].[NH2:48][N:29]=[CH:25][C:22]1[CH:23]=[CH:24][C:19]([O:18][CH2:17][CH2:16][CH2:15][CH2:14][CH2:13][O:12][C:11]2[CH:30]=[CH:31][C:32]([C:33](=[O:34])[N:35]([CH:39]([CH3:41])[CH3:40])[CH:36]([CH3:38])[CH3:37])=[C:9]([CH:10]=2)[O:8][CH2:7][C:5]([O:4][CH2:2][CH3:3])=[O:6])=[CH:20][CH:21]=1 |f:0.1,2.3,4.5,7.8,11.12|. Procedure details: A stirred, 0° C. solution of ethyl 4-[5-[3-ethoxycarbonylmethoxy-4-[N,N-bis(1-methylethyl)aminocarbonyl]phenoxy]pentyloxy]benzenecarboximidoate monohydrochloride (400 mg, 0.68 mmol) in 25 mL of anhydrous ethanol is treated with 1.36 mL of 1.0N aqueous sodium hydroxide. After stirring 1.5 hours, the reaction is concentrated in vacuo. The resulting 5-[5-[4-(ethoxyiminomethyl)phenoxy]pentyloxy]-2-[N,N-bis(1-methylethyl)carbamoyl]phenoxyacetic acid is then dissolved in 50 mL of anhydrous ethanol in ... Starting materials: O=C(c1ncc[nH]1)c1ncc[nH]1, CCOCC, Nc1c(F)cccc1CNC1CCN(Cc2ccccc2)CC1, C1CCOC1. Yields the product O=C1Nc2c(F)cccc2CN1C1CCN(Cc2ccccc2)CC1. Reaction SMILES: [C:24](=[O:25])([c:26]1[nH:27][cH:28][cH:29][n:30]1)[c:31]1[nH:32][cH:33][cH:34][n:35]1.[CH3:36][CH2:37][O:38][CH2:39][CH3:40].[NH2:1][c:2]1[c:3]([CH2:4][NH:5][CH:6]2[CH2:7][CH2:8][N:9]([CH2:12][c:13]3[cH:14][cH:15][cH:16][cH:17][cH:18]3)[CH2:10][CH2:11]2)[cH:19][cH:20][cH:21][c:22]1[F:23].[O:41]1[CH2:42][CH2:43][CH2:44][CH2:45]1>>[NH:1]1[c:2]2[c:3]([cH:19][cH:20][cH:21][c:22]2[F:23])[CH2:4][N:5]([CH:6]2[CH2:7][CH2:8][N:9]([CH2:12][c:13]3[cH:14][cH:15][cH:16][cH:17][cH:18]3)[CH2:10][CH2:11]2)[C:24]1=[O:25]. Starting materials: NN1C(=NC=C1)C(=O)NC1=CC(=CC(=C1)F)F (1-amino-N-(3,5-difluorophenyl)-1H-imidazole-2-carboxamide), C(C)(C)(C)OC(=O)N[C@H](C(=O)O)CC ((S)-2-(tert-butoxycarbonylamino)butanoic acid). Run in C1CCOC1 (THF), C(C)(=O)OCC (ethyl acetate), C(C)(C)OC(C)C (diisopropylether). Conditions: temperature 55 celsius, time 2 day. Product: FC=1C=C(C=C(C1)F)NC(=O)C=1N(C=CN1)NC([C@H](C)NC(OC(C)(C)C)=O)=O ((S)-tert-Butyl 1-(2-(3,5-difluorophenylcarbamoyl)-1H-imidazol-1-ylamino)-1-oxopropan-2-ylcarbamate). The yield is 59.7%. As a reaction SMILES: [NH2:1][N:2]1[CH:6]=[CH:5][N:4]=[C:3]1[C:7]([NH:9][C:10]1[CH:15]=[C:14]([F:16])[CH:13]=[C:12]([F:17])[CH:11]=1)=[O:8].[C:18]([O:22][C:23]([NH:25][C@@H:26]([CH2:30]C)[C:27](O)=[O:28])=[O:24])([CH3:21])([CH3:20])[CH3:19]>C1COCC1.C(OCC)(=O)C.C(OC(C)C)(C)C>[F:17][C:12]1[CH:11]=[C:10]([NH:9][C:7]([C:3]2[N:2]([NH:1][C:27](=[O:28])[C@@H:26]([NH:25][C:23](=[O:24])[O:22][C:18]([CH3:20])([CH3:19])[CH3:21])[CH3:30])[CH:6]=[CH:5][N:4]=2)=[O:8])[CH:15]=[C:14]([F:16])[CH:13]=1. Procedure: 1.60 g (6.18 mmol) of 1-amino-N-(3,5-difluorophenyl)-1H-imidazole-2-carboxamide, 1.64 g (8.65 mmol) of (S)-2-(tert-butoxycarbonylamino)butanoic acid and 1.34 g (8.65 mmol) of EDCHCl were dissolved in 45 mL of THF and stirred at 55° C. overnight and at room temperature for 2 days. Then the solvent was evaporated and the crude residue was taken up in ethyl acetate and washed with brine. The organic layer was dried over magnesium sulphate, filtered and the solvent was evaporated. The solid obtained...